This data is from the Open Reaction Database (ORD), a public repository of structured organic reaction records. The task is: describe an organic reaction: reactants, conditions, products, and yield The reactants are ClC1=NC=NC(=C1F)Cl (4,6-dichloro-5-fluoropyrimidine), C([O-])([O-])=O.[K+].[K+] (potassium carbonate), Cl.CC1NCCCCC1 (2-methylhexahydro-1H-azepine hydrochloride), [Cl-].[NH4+] (ammonium chloride). Solvent: C(C)#N (acetonitrile). Reaction conditions: temperature 60 celsius, time 2 hour. Product: ClC1=C(C(=NC=N1)N1C(CCCCC1)C)F (1-(6-chloro-5-fluoropyrimidin-4-yl)-2-methylhexahydro-1H-azepine). Yield: 122.8%. Reaction SMILES: Cl[C:2]1[C:7]([F:8])=[C:6]([Cl:9])[N:5]=[CH:4][N:3]=1.C(=O)([O-])[O-].[K+].[K+].Cl.[CH3:17][CH:18]1[CH2:24][CH2:23][CH2:22][CH2:21][CH2:20][NH:19]1.[Cl-].[NH4+]>C(#N)C>[Cl:9][C:6]1[N:5]=[CH:4][N:3]=[C:2]([N:19]2[CH2:20][CH2:21][CH2:22][CH2:23][CH2:24][CH:18]2[CH3:17])[C:7]=1[F:8] |f:1.2.3,4.5,6.7|. Procedure details: Into 2 ml of acetonitrile were added 0.13 g of 4,6-dichloro-5-fluoropyrimidine, 0.14 g of potassium carbonate and 0.10 g of 2-methylhexahydro-1H-azepine hydrochloride, and the mixture was stirred for 2 hours at 60° C. The reaction mixture was cooled to near room temperature, a saturated ammonium chloride aqueous solution was added therein, and the mixture was extracted with tert-butyl methyl ether three times. The organic layers were washed with a saturated sodium chloride aqueous solution, drie... Reactants: C1(CCCCC1)BC1CCCCC1 (dicyclohexylborane), COC(CC1(OC2=C(CC1)C(=C(C(=C2C)C)OCC=C)C)C)=O (racemic-3,4-dihydro-2,5,7,8-tetramethyl-6-(2-propenyloxy)-2H-1-benzopyran-2-acetic acid methyl ester), B (borane), S(=S)(=O)([O-])[O-].[Na+].[Na+] (sodium thiosulfate), II (iodine), C1=CCCCC1 (cyclohexene), C(C)(=O)[O-].[Na+] (sodium acetate). Solvent: O1CCCC1 (tetrahydrofuran), O (water), O1CCCC1 (tetrahydrofuran), CCOCC (ether). Run at time 1.5 hour. The product is crude product, COC(CC1(OC2=C(CC1)C(=C(C(=C2C)C)OCCCI)C)C)=O (racemic-3,4-dihydro-6-(3-iodopropoxy)-2,5,7,8-tetramethyl-2H-1-benzopyran-2-acetic acid methyl ester). Isolated yield 76.7%. As a reaction SMILES: B.C1CCCCC=1.C1(BC2CCCCC2)CCCCC1.[CH3:21][O:22][C:23](=[O:43])[CH2:24][C:25]1([CH3:42])[CH2:30][CH2:29][C:28]2[C:31]([CH3:41])=[C:32]([O:37][CH2:38][CH:39]=[CH2:40])[C:33]([CH3:36])=[C:34]([CH3:35])[C:27]=2[O:26]1.C([O-])(=O)C.[Na+].[I:49]I.S([O-])([O-])(=O)=S.[Na+].[Na+]>O1CCCC1.CCOCC.O>[CH3:21][O:22][C:23](=[O:43])[CH2:24][C:25]1([CH3:42])[CH2:30][CH2:29][C:28]2[C:31]([CH3:41])=[C:32]([O:37][CH2:38][CH2:39][CH2:40][I:49])[C:33]([CH3:36])=[C:34]([CH3:35])[C:27]=2[O:26]1 |f:4.5,7.8.9|. Procedure: To a stirred, ice-cold solution of 1M borane in tetrahydrofuran (10 ml) was added, dropwise, a solution of 2 ml (1.64 g) of cyclohexene in 6 ml of dry tetrahydrofuran. The mixture was allowed to stir at 0°-5° C. for 1.5 hours. To the resulting slurry of dicyclohexylborane was added, dropwise a solution of 1.59 g of the allyl ether from Example 18 in 4 ml of tetrahydrofuan. The mixture was stirred at 0°-5° C. for 1 hour and at room temperature for 18 hours at which point 20 ml of 1M methanolic so... Starting materials: ClCCl, O=C(O)C(F)(F)F, CC(C)(C#N)c1ccc(-c2ccc3c(c2)c(-c2nc4ccccc4[nH]2)nn3C2CCCCO2)cc1. Product: CC(C)(C#N)c1ccc(-c2ccc3[nH]nc(-c4nc5ccccc5[nH]4)c3c2)cc1. Reaction SMILES: [Cl:43][CH2:44][Cl:45].[F:1][C:2]([F:3])([F:4])[C:5]([OH:6])=[O:7].[nH:8]1[c:9](-[c:17]2[n:18][n:19]([CH:37]3[CH2:38][CH2:39][CH2:40][CH2:41][O:42]3)[c:20]3[cH:21][cH:22][c:23](-[c:26]4[cH:27][cH:28][c:29]([C:32]([C:33]#[N:34])([CH3:35])[CH3:36])[cH:30][cH:31]4)[cH:24][c:25]23)[n:10][c:11]2[c:12]1[cH:13][cH:14][cH:15][cH:16]2>>[n:8]1[c:9](-[c:17]2[n:18][nH:19][c:20]3[cH:21][cH:22][c:23](-[c:26]4[cH:27][cH:28][c:29]([C:32]([C:33]#[N:34])([CH3:35])[CH3:36])[cH:30][cH:31]4)[cH:24][c:25]23)[nH:10][c:11]2[c:12]1[cH:13][cH:14][cH:15][cH:16]2. Reactants: CC(C)(C)O, C=C(c1ccc(CC#N)cc1)c1cc2c(cc1C)C(C)(C)CCC2(C)C, [Na+], [OH-]. Yields the product C=C(c1ccc(CC(N)=O)cc1)c1cc2c(cc1C)C(C)(C)CCC2(C)C. As a reaction SMILES: [C:29]([OH:30])([CH3:31])([CH3:32])[CH3:33].[CH3:1][c:2]1[c:3]([C:16](=[CH2:17])[c:18]2[cH:19][cH:20][c:21]([CH2:24][C:25]#[N:26])[cH:22][cH:23]2)[cH:4][c:5]2[c:10]([cH:11]1)[C:9]([CH3:12])([CH3:13])[CH2:8][CH2:7][C:6]2([CH3:14])[CH3:15].[Na+:28].[OH-:27]>>[CH3:1][c:2]1[c:3]([C:16](=[CH2:17])[c:18]2[cH:19][cH:20][c:21]([CH2:24][C:25]([NH2:26])=[O:27])[cH:22][cH:23]2)[cH:4][c:5]2[c:10]([cH:11]1)[C:9]([CH3:12])([CH3:13])[CH2:8][CH2:7][C:6]2([CH3:14])[CH3:15]. The reactants are C1(CCCCC1)N1N=C(C=2N=C(NC(C21)=O)C2=C(C=C(C=C2)N(CCNC)C)OC)C (1-Cyclohexyl-5-(2-methoxy-4-{methyl[2-(methylamino)ethyl]amino}phenyl)-3-methyl-1,6-dihydro-7H-pyrazolo[4,3-d]pyrimidin-7-one), C(\C=C\C(=O)O)(=O)O (fumaric acid). Product: C(\C=C\C(=O)O)(=O)O.C1(CCCCC1)N1N=C(C=2N=C(NC(C21)=O)C2=C(C=C(C=C2)N(CCNC)C)OC)C (1-Cyclohexyl-5-(2-methoxy-4-{methyl[2-(methylamino)ethyl]amino}phenyl)-3-methyl-1,6-dihydro-7H-pyrazolo[4,3-d]pyrimidin-7-one monofumarate). Isolated yield 75.0%. As a reaction SMILES: [CH:1]1([N:7]2[C:15]3[C:14](=[O:16])[NH:13][C:12]([C:17]4[CH:22]=[CH:21][C:20]([N:23]([CH3:28])[CH2:24][CH2:25][NH:26][CH3:27])=[CH:19][C:18]=4[O:29][CH3:30])=[N:11][C:10]=3[C:9]([CH3:31])=[N:8]2)[CH2:6][CH2:5][CH2:4][CH2:3][CH2:2]1.[C:32]([OH:39])(=[O:38])/[CH:33]=[CH:34]/[C:35]([OH:37])=[O:36]>>[C:32]([OH:39])(=[O:38])/[CH:33]=[CH:34]/[C:35]([OH:37])=[O:36].[CH:1]1([N:7]2[C:15]3[C:14](=[O:16])[NH:13][C:12]([C:17]4[CH:22]=[CH:21][C:20]([N:23]([CH3:28])[CH2:24][CH2:25][NH:26][CH3:27])=[CH:19][C:18]=4[O:29][CH3:30])=[N:11][C:10]=3[C:9]([CH3:31])=[N:8]2)[CH2:2][CH2:3][CH2:4][CH2:5][CH2:6]1 |f:2.3|. Procedure: The same reaction procedure as in Example 62 was performed, except that the compound obtained in Example 102 was used in place of the compound obtained in Example 61, and fumaric acid was used in place of methanesulfonic acid. In this manner, 96 mg (75%) of the captioned compound was obtained. Reactants: C(C)(C)(C)OC(=O)N1CCN(CC1)C(CN1CCC(=CC1)C1=CC(=C(C=C1)[N+](=O)[O-])OC)=O (4-{2-[4-(3-Methoxy-4-nitro-phenyl)-3,6-dihydro-2H-pyridin-1-yl]-acetyl}-piperazine-1-carboxylic acid tert-butyl ester). The reagents and catalysts are [Pd] (Palladium on Carbon). Run in CO (methanol). Reaction conditions: time 8 hour. The product is C(C)(C)(C)OC(=O)N1CCN(CC1)C(CN1CCC(CC1)C1=CC(=C(C=C1)N)OC)=O (4-{2-[4-(4-Amino-3-methoxy-phenyl)-piperidin-1-yl]-acetyl}-piperazine-1-carboxylic acid tert-butyl ester). Reaction SMILES: [C:1]([O:5][C:6]([N:8]1[CH2:13][CH2:12][N:11]([C:14](=[O:33])[CH2:15][N:16]2[CH2:21][CH:20]=[C:19]([C:22]3[CH:27]=[CH:26][C:25]([N+:28]([O-])=O)=[C:24]([O:31][CH3:32])[CH:23]=3)[CH2:18][CH2:17]2)[CH2:10][CH2:9]1)=[O:7])([CH3:4])([CH3:3])[CH3:2]>CO.[Pd]>[C:1]([O:5][C:6]([N:8]1[CH2:9][CH2:10][N:11]([C:14](=[O:33])[CH2:15][N:16]2[CH2:17][CH2:18][CH:19]([C:22]3[CH:27]=[CH:26][C:25]([NH2:28])=[C:24]([O:31][CH3:32])[CH:23]=3)[CH2:20][CH2:21]2)[CH2:12][CH2:13]1)=[O:7])([CH3:4])([CH3:3])[CH3:2]. Procedure details: To a solution of 4-{2-[4-(3-Methoxy-4-nitro-phenyl)-3,6-dihydro-2H-pyridin-1-yl]-acetyl}-piperazine-1-carboxylic acid tert-butyl ester (250 mg, 0.54 mmol) in methanol (20 mL) was added 10% Palladium on Carbon (50% Wet, 58 mg, 0.027 mmol). The mixture was shaken in a Parr apparatus under an atmosphere of Hydrogen (50 PSI) overnight. Filtration through Celite and evaporation of the solvent provided crude 4-{2-[4-(4-Amino-3-methoxy-phenyl)-piperidin-1-yl]-acetyl}-piperazine-1-carboxylic acid tert-b... The reactants are CO, O=C1CCC(=O)N1Cl, ClCCl, C=Cc1cn(COC(CO)CO)c(=O)[nH]c1=O, [N-]=[N+]=NC(CCl)c1cn(COCCO)c(=O)[nH]c1=O. Yields the product [N-]=[N+]=NC(CCl)c1cn(COC(CO)CO)c(=O)[nH]c1=O. RXN SMILES: [CH3:45][OH:46].[Cl:18][N:19]1[C:20](=[O:21])[CH2:22][CH2:23][C:24]1=[O:25].[Cl:47][CH2:48][Cl:49].[OH:1][CH2:2][CH:3]([CH2:4][OH:5])[O:6][CH2:7][n:8]1[cH:9][c:10]([CH:11]=[CH2:12])[c:13](=[O:14])[nH:15][c:16]1=[O:17].[OH:26][CH2:27][CH2:28][O:29][CH2:30][n:31]1[c:32](=[O:33])[nH:34][c:35](=[O:36])[c:37]([CH:39]([CH2:40][Cl:41])[N:42]=[N+:43]=[N-:44])[cH:38]1>>[OH:1][CH2:2][CH:28]([CH2:27][OH:26])[O:29][CH2:30][n:31]1[c:32](=[O:33])[nH:34][c:35](=[O:36])[c:37]([CH:39]([CH2:40][Cl:41])[N:42]=[N+:43]=[N-:44])[cH:38]1.